Dataset: the Open Reaction Database (ORD), a public repository of structured organic reaction records. Task: describe an organic reaction: reactants, conditions, products, and yield Starting materials: 5(c), C1(=CC=CC=C1)C(OCCCl)C1=CC=CC=C1 (2-(diphenylmethoxy)ethyl chloride), N1CCNCC1 (piperazine). The product is C1(=CC=CC=C1)C(OCCN1CCNCC1)C1=CC=CC=C1 (1-[2-(Diphenylmethoxy)ethyl]piperazine). Yield: 75.0%. As a reaction SMILES: [C:1]1([CH:7]([C:12]2[CH:17]=[CH:16][CH:15]=[CH:14][CH:13]=2)[O:8][CH2:9][CH2:10]Cl)[CH:6]=[CH:5][CH:4]=[CH:3][CH:2]=1.[NH:18]1[CH2:23][CH2:22][NH:21][CH2:20][CH2:19]1>>[C:1]1([CH:7]([C:12]2[CH:17]=[CH:16][CH:15]=[CH:14][CH:13]=2)[O:8][CH2:9][CH2:10][N:18]2[CH2:23][CH2:22][NH:21][CH2:20][CH2:19]2)[CH:6]=[CH:5][CH:4]=[CH:3][CH:2]=1. Procedure details: Following a procedure similar to that described in Preparation 5(c), but using 2-(diphenylmethoxy)ethyl chloride and anhydrous piperazine, the title compound was obtained in a yield of 75%. Reactants: C(N)(=O)[C@H]1[N+](C[C@H](C1)S)(C)C ((2S, 4S)-2-carbamoyl-1,1-dimethyl-4-mercaptopyrrolidinium), C(C)(C)N(CC)C(C)C (diisopropylethylamine), C1(=CC=CC=C1)P(=O)(C1=CC=CC=C1)Cl (diphenylphosphoryl chloride), O[C@H](C)[C@@H]1[C@@H]2N(C(C(C2)=O)C(=O)OCC2=CC=C(C=C2)[N+](=O)[O-])C1=O (4-nitrobenzyl (5R, 6S)-6-[(1R)-1-hydroxyethyl]-2-oxo-1-carbapenam-3-carboxylate). The solvent is C(C)#N (acetonitrile), C(C)OCC (diethyl ether). Reaction conditions: time 1 hour. Product: C(N)(=O)[C@H]1[N+](C[C@H](C1)SC=1C[C@H]2N(C1C(=O)[O-])C([C@@H]2[C@@H](C)O)=O)(C)C ((5R, 6S)-2-[(2S, 4S)-2-Carbamoyl-1,1-dimethylpyrrolidinium-4-ylthio]-6-[(1R)-1-hydroxyethyl]-1-carbapen-2-em-3-carboxylate). RXN SMILES: C(N(C(C)C)CC)(C)C.C1(P(Cl)(C2C=CC=CC=2)=O)C=CC=CC=1.[OH:25][C@@H:26]([C@H:28]1[C:48](=[O:49])[N:30]2[CH:31]([C:35]([O:37]CC3C=CC([N+]([O-])=O)=CC=3)=[O:36])[C:32](=O)[CH2:33][C@H:29]12)[CH3:27].[C:50]([C@@H:53]1[CH2:57][C@H:56]([SH:58])[CH2:55][N+:54]1([CH3:60])[CH3:59])(=[O:52])[NH2:51]>C(#N)C.C(OCC)C>[C:50]([C@@H:53]1[CH2:57][C@H:56]([S:58][C:32]2[CH2:33][C@@H:29]3[C@@H:28]([C@H:26]([OH:25])[CH3:27])[C:48](=[O:49])[N:30]3[C:31]=2[C:35]([O-:37])=[O:36])[CH2:55][N+:54]1([CH3:60])[CH3:59])(=[O:52])[NH2:51]. Reported procedure: 210 μl of diisopropylethylamine and 250 μl of diphenylphosphoryl chloride were simultaneously added, whilst ice-cooling, to a solution of 400 mg of 4-nitrobenzyl (5R, 6S)-6-[(1R)-1-hydroxyethyl]-2-oxo-1-carbapenam-3-carboxylate dissolved in 5 ml of dry acetronitrile, and the mixture was stirred for 1 hour, whilst ice-cooling. At the end of this time, a solution of 447 mg of the crude (2S, 4S)-2-carbamoyl-1,1-dimethyl-4-mercaptopyrrolidinium salt prepared as described in Example 1-(1) in 5 ml of ... Starting materials: COC(C(CO)(C)C)=O (3-hydroxy-2,2-dimethyl-propionic acid methyl ester), C(=O)([O-])[O-].[K+].[K+] (K2CO3), C1(=CC=C(C=C1)S(=O)(=O)Cl)C (p-toluenesulfonyl chloride). The reagents and catalysts are CN(C)C=1C=CN=CC1 (DMAP). The solvent is C(Cl)Cl (DCM). Run at time 8 hour. The product is COC(C(COS(=O)(=O)C1=CC=C(C=C1)C)(C)C)=O (2,2-dimethyl-3-(toluene-4-sulfonyloxy)-propionic acid methyl ester). Yield: 52.4%. Reaction SMILES: [CH3:1][O:2][C:3](=[O:9])[C:4]([CH3:8])([CH3:7])[CH2:5][OH:6].C([O-])([O-])=O.[K+].[K+].[C:16]1([CH3:26])[CH:21]=[CH:20][C:19]([S:22](Cl)(=[O:24])=[O:23])=[CH:18][CH:17]=1>CN(C1C=CN=CC=1)C.C(Cl)Cl>[CH3:1][O:2][C:3](=[O:9])[C:4]([CH3:8])([CH3:7])[CH2:5][O:6][S:22]([C:19]1[CH:20]=[CH:21][C:16]([CH3:26])=[CH:17][CH:18]=1)(=[O:24])=[O:23] |f:1.2.3|. Procedure details: To a mixture of 3-hydroxy-2,2-dimethyl-propionic acid methyl ester (13.2 g, 0.1 mol), K2CO3 (20 g, 0.14 mol) and DMAP (6.2 g, 0.05 mol) in DCM (100 mL) was added p-toluenesulfonyl chloride (19 g, 0.1 mol). The mixture was stirred at room temperature overnight, then filtered. The filtrate was washed with HCl aq. (1 M) and water, dried over anhydrous Na2SO4 and concentrated to give the title compound (15 g).